This data is from the Open Reaction Database (ORD), a public repository of structured organic reaction records. The task is: describe an organic reaction: reactants, conditions, products, and yield Reactants: C(C)OC(=O)C1=C(C2=C(C=N1)SC(=N2)C2=CC=CC=C2)O (7-hydroxy-2-phenyl-thiazolo[5,4-c]pyridine-6-carboxylic acid ethyl ester), BrN1C(CCC1=O)=O (N-bromosuccinimide). Reagents/catalysts: C(C1=CC=CC=C1)(=O)OOC(C1=CC=CC=C1)=O (benzoyl peroxide). The solvent is C(Cl)(Cl)(Cl)Cl (carbon tetrachloride). The product is C(C)OC(=O)C1=C(C2=C(C(=N1)Br)SC(=N2)C2=CC=CC=C2)O (4-Bromo-7-hydroxy-2-phenyl-thiazolo[5,4-c]pyridine-6-carboxylic acid ethyl ester). Isolated yield 71.1%. As a reaction SMILES: [CH2:1]([O:3][C:4]([C:6]1[N:11]=[CH:10][C:9]2[S:12][C:13]([C:15]3[CH:20]=[CH:19][CH:18]=[CH:17][CH:16]=3)=[N:14][C:8]=2[C:7]=1[OH:21])=[O:5])[CH3:2].[Br:22]N1C(=O)CCC1=O>C(Cl)(Cl)(Cl)Cl.C(OOC(=O)C1C=CC=CC=1)(=O)C1C=CC=CC=1>[CH2:1]([O:3][C:4]([C:6]1[N:11]=[C:10]([Br:22])[C:9]2[S:12][C:13]([C:15]3[CH:16]=[CH:17][CH:18]=[CH:19][CH:20]=3)=[N:14][C:8]=2[C:7]=1[OH:21])=[O:5])[CH3:2]. Procedure details: A mixture of 7-hydroxy-2-phenyl-thiazolo[5,4-c]pyridine-6-carboxylic acid ethyl ester (2.10 g, 7.01 mmole), N-bromosuccinimide (1.31 g, 7.36 mmole) and benzoyl peroxide (84.9 mg, 0.35 mmole) in carbon tetrachloride (40 ml) was refluxed for 2 h before it was cooled to room temperature and partitioned between dichloromethane and water. The organic layer was washed with saturated aqueous sodium bicarbonate solution, brine, dried over anhydrous sodium sulfate and concentrated in vacuo. The residue w... RXN SMILES: [CH2:29]([OH:30])[CH3:31].[F:1][c:2]1[c:3]([N+:9](=[O:10])[O-:11])[cH:4][c:5]([F:8])[cH:6][cH:7]1.[NH2:12][CH2:13][C:14](=[O:15])[N:16]([c:17]1[cH:18][cH:19][c:20]([O:23][CH3:24])[cH:21][cH:22]1)[CH:25]([CH3:26])[CH3:27].[OH2:28]>>[c:2]1([NH:12][CH2:13][C:14](=[O:15])[N:16]([c:17]2[cH:18][cH:19][c:20]([O:23][CH3:24])[cH:21][cH:22]2)[CH:25]([CH3:26])[CH3:27])[c:3]([N+:9](=[O:10])[O-:11])[cH:4][c:5]([F:8])[cH:6][cH:7]1. Yields the product COc1ccc(N(C(=O)CNc2ccc(F)cc2[N+](=O)[O-])C(C)C)cc1. The reactants are CCO, O=[N+]([O-])c1cc(F)ccc1F, COc1ccc(N(C(=O)CN)C(C)C)cc1, O.